describe an organic reaction: reactants, conditions, products, and yield From a dataset of the Open Reaction Database (ORD), a public repository of structured organic reaction records. The reactants are [BH4-], CCO, [Cl-], NC1CCN(Cc2ccccc2)CC1, [NH4+], [Na+], O=Cc1cc(O)ccc1[N+](=O)[O-]. Yields the product O=[N+]([O-])c1ccc(O)cc1CNC1CCN(Cc2ccccc2)CC1. As a reaction SMILES: [BH4-:27].[CH3:31][CH2:32][OH:33].[Cl-:29].[NH2:13][CH:14]1[CH2:15][CH2:16][N:17]([CH2:20][c:21]2[cH:22][cH:23][cH:24][cH:25][cH:26]2)[CH2:18][CH2:19]1.[NH4+:30].[Na+:28].[OH:1][c:2]1[cH:3][cH:4][c:5]([N+:10](=[O:11])[O-:12])[c:6]([CH:7]=[O:8])[cH:9]1>>[OH:1][c:2]1[cH:3][cH:4][c:5]([N+:10](=[O:11])[O-:12])[c:6]([CH2:7][NH:13][CH:14]2[CH2:15][CH2:16][N:17]([CH2:20][c:21]3[cH:22][cH:23][cH:24][cH:25][cH:26]3)[CH2:18][CH2:19]2)[cH:9]1.